describe an organic reaction: reactants, conditions, products, and yield From a dataset of the Open Reaction Database (ORD), a public repository of structured organic reaction records. Reactants: solid, C[O-].[Na+] (sodium methylate), COC(COC)=O (methoxyacetic acid methyl ester), COC=O (formic acid methyl ester), Cl (hydrochloric acid), C[O-].[Na+] (sodium methylate), Cl.CSCC(=N)N (methylthioacetamidine hydrochloride). Run in O (water), CO (methanol). Run at time 5 hour. The product is CSCC1=NC(=C(C=N1)OC)O (2-methylthiomethyl-6-hydroxy-5-methoxypyrimidine). The yield is 70.0%. As a reaction SMILES: [CH3:1][O-].[Na+].[CH3:4][O:5][C:6](=O)[CH2:7][O:8]C.COC=O.Cl.[CH3:16][S:17][CH2:18][C:19]([NH2:21])=[NH:20].Cl>CO.O>[CH3:16][S:17][CH2:18][C:19]1[N:21]=[CH:1][C:6]([O:5][CH3:4])=[C:7]([OH:8])[N:20]=1 |f:0.1,4.5|. Procedure details: 5.4 g (0.1 mol) of solid sodium methylate were added in portions to a mixture of 10.4 g (0.1 mol) of methoxyacetic acid methyl ester and 6 g (0.1 mol) of formic acid methyl ester at 20°-25° C. and the mixture was subsequently stirred at room temperature for 5 hours. A further 5.4 g (0.1 mol) of sodium methylate, dissolved in 40 ml of methanol, were then added, 14.1 g (0.1 mol) of methylthioacetamidine hydrochloride were subsequently added to the mixture and the mixture was then stirred at room t... Reactants: CSc1cccc(I)c1, [Cu], O=[N+]([O-])c1ccccc1Br. Product: CSc1cccc(-c2ccccc2[N+](=O)[O-])c1. As a reaction SMILES: [CH3:1][S:2][c:3]1[cH:4][c:5]([I:9])[cH:6][cH:7][cH:8]1.[Cu:20].[N+:10](=[O:11])([O-:12])[c:13]1[c:14]([Br:19])[cH:15][cH:16][cH:17][cH:18]1>>[CH3:1][S:2][c:3]1[cH:4][c:5](-[c:14]2[c:13]([N+:10](=[O:11])[O-:12])[cH:18][cH:17][cH:16][cH:15]2)[cH:6][cH:7][cH:8]1.